From a dataset of the Open Reaction Database (ORD), a public repository of structured organic reaction records. describe an organic reaction: reactants, conditions, products, and yield The reactants are Fc1cc(Br)ccc1Br, CCCC[Mg+], [Li]CCCC, CN(C)C=O, CCCCCC, CC(=O)O, Cc1ccccc1, [Cl-], C1CCOC1. Product: O=Cc1ccc(Br)cc1F. As a reaction SMILES: [Br:12][c:13]1[c:14]([F:20])[cH:15][c:16]([Br:19])[cH:17][cH:18]1.[CH2:2]([Mg+:3])[CH2:4][CH2:5][CH3:6].[CH2:7]([Li:8])[CH2:9][CH2:10][CH3:11].[CH3:21][N:22]([CH:23]=[O:24])[CH3:25].[CH3:31][CH2:32][CH2:33][CH2:34][CH2:35][CH3:36].[CH3:37][C:38](=[O:39])[OH:40].[CH3:41][c:42]1[cH:43][cH:44][cH:45][cH:46][cH:47]1.[Cl-:1].[O:26]1[CH2:27][CH2:28][CH2:29][CH2:30]1>>[c:13]1([CH:23]=[O:24])[c:14]([F:20])[cH:15][c:16]([Br:19])[cH:17][cH:18]1. Starting materials: CC(C)N(NC(=O)c1ccccc1)C(=O)COc1ccc(F)cc1Br, O=C([O-])[O-], COCCOC, OB(O)c1ccc(F)cc1, [Na+], [Na+]. The product is CC(C)N(NC(=O)c1ccccc1)C(=O)COc1ccc(F)cc1-c1ccc(F)cc1. RXN SMILES: [Br:1][c:2]1[c:3]([O:4][CH2:5][C:6](=[O:7])[N:8]([NH:9][C:10]([c:11]2[cH:12][cH:13][cH:14][cH:15][cH:16]2)=[O:17])[CH:18]([CH3:19])[CH3:20])[cH:21][cH:22][c:23]([F:25])[cH:24]1.[C:26](=[O:27])([O-:28])[O-:29].[CH3:42][O:43][CH2:44][CH2:45][O:46][CH3:47].[F:32][c:33]1[cH:34][cH:35][c:36]([B:39]([OH:40])[OH:41])[cH:37][cH:38]1.[Na+:30].[Na+:31]>>[c:2]1(-[c:36]2[cH:35][cH:34][c:33]([F:32])[cH:38][cH:37]2)[c:3]([O:4][CH2:5][C:6](=[O:7])[N:8]([NH:9][C:10]([c:11]2[cH:12][cH:13][cH:14][cH:15][cH:16]2)=[O:17])[CH:18]([CH3:19])[CH3:20])[cH:21][cH:22][c:23]([F:25])[cH:24]1. Starting materials: O=c1[nH]nc(Cl)c2cc(Br)ccc12, O=C([O-])[O-], COc1cccc(C(N)=O)c1, [Cs+], [Cs+], C1COCCO1, O=C(C=Cc1ccccc1)C=Cc1ccccc1, O=C(C=Cc1ccccc1)C=Cc1ccccc1, O=C(C=Cc1ccccc1)C=Cc1ccccc1, [Pd], [Pd]. The product is COc1cccc(C(=O)Nc2ccc3c(=O)[nH]nc(Cl)c3c2)c1. As a reaction SMILES: [Br:1][c:2]1[cH:3][c:4]2[c:5]([Cl:13])[n:6][nH:7][c:8](=[O:12])[c:9]2[cH:10][cH:11]1.[C:25](=[O:26])([O-:27])[O-:28].[CH3:14][O:15][c:16]1[cH:17][c:18]([C:19](=[O:20])[NH2:21])[cH:22][cH:23][cH:24]1.[Cs+:29].[Cs+:30].[O:31]1[CH2:32][CH2:33][O:34][CH2:35][CH2:36]1.[O:39]=[C:40]([CH:41]=[CH:42][c:43]1[cH:44][cH:45][cH:46][cH:47][cH:48]1)[CH:49]=[CH:50][c:51]1[cH:52][cH:53][cH:54][cH:55][cH:56]1.[O:57]=[C:58]([CH:59]=[CH:60][c:61]1[cH:62][cH:63][cH:64][cH:65][cH:66]1)[CH:67]=[CH:68][c:69]1[cH:70][cH:71][cH:72][cH:73][cH:74]1.[O:75]=[C:76]([CH:77]=[CH:78][c:79]1[cH:80][cH:81][cH:82][cH:83][cH:84]1)[CH:85]=[CH:86][c:87]1[cH:88][cH:89][cH:90][cH:91][cH:92]1.[Pd:37].[Pd:38]>>[c:2]1([NH:21][C:19]([c:18]2[cH:17][c:16]([O:15][CH3:14])[cH:24][cH:23][cH:22]2)=[O:20])[cH:3][c:4]2[c:5]([Cl:13])[n:6][nH:7][c:8](=[O:12])[c:9]2[cH:10][cH:11]1. The reactants are CCOC(=O)CCNC(=O)OC(C)(C)C, C1CCOC1, CC(C)(C)[O-], CI, [K+]. The product is CCOC(=O)CCN(C)C(=O)OC(C)(C)C. As a reaction SMILES: [C:1](=[O:2])([O:3][C:4]([CH3:5])([CH3:6])[CH3:7])[NH:8][CH2:9][CH2:10][C:11](=[O:12])[O:13][CH2:14][CH3:15].[CH2:24]1[O:25][CH2:26][CH2:27][CH2:28]1.[CH3:16][C:17]([CH3:18])([O-:19])[CH3:20].[CH3:22][I:23].[K+:21]>>[C:1](=[O:2])([O:3][C:4]([CH3:5])([CH3:6])[CH3:7])[N:8]([CH2:9][CH2:10][C:11](=[O:12])[O:13][CH2:14][CH3:15])[CH3:16].